From a dataset of the Open Reaction Database (ORD), a public repository of structured organic reaction records. describe an organic reaction: reactants, conditions, products, and yield Starting materials: CCCCCC (hexane), OC(C=CI)(CCCCC)C (3-hydroxy-1-iodo-3-methyl-1-octene), N1C=NC=C1 (imidazole), C[Si](C)(C)Cl (trimethylsilylchloride). The solvent is CN(C=O)C (dimethylformamide). Reaction conditions: temperature 0 celsius, time 15 minute. Product: IC=CC(CCCCC)(O[Si](C)(C)C)C (1-iodo-3-methyl-3-trimethylsilyloxy-1-octene). Isolated yield 99.0%. RXN SMILES: [OH:1][C:2]([CH3:11])([CH2:6][CH2:7][CH2:8][CH2:9][CH3:10])[CH:3]=[CH:4][I:5].N1C=CN=C1.[CH3:17][Si:18](Cl)([CH3:20])[CH3:19].CCCCCC>CN(C)C=O>[I:5][CH:4]=[CH:3][C:2]([CH3:11])([O:1][Si:18]([CH3:20])([CH3:19])[CH3:17])[CH2:6][CH2:7][CH2:8][CH2:9][CH3:10]. Procedure details: To a stirred solution of 11.7 g of 3-hydroxy-1-iodo-3-methyl-1-octene (Example 184) and 7.4 g of imidazole in 45 ml of dry dimethylformamide is added dropwise 5.98 g of trimethylsilylchloride at 0° C. under argon atmosphere. After stirring at 0° C. for an additional 15 minutes, the solution is stirred at ambient temperature for 18 hours. The reaction mixture is poured into 600 ml of hexane and the resulting solution washed with water, saturated sodium chloride solution, dried over anhydrous magn...